Dataset: the Open Reaction Database (ORD), a public repository of structured organic reaction records. Task: describe an organic reaction: reactants, conditions, products, and yield The reactants are CCO, NN, CC(C)(C)OC(=O)C1CCN2C(=O)CCC(N3C(=O)c4ccccc4C3=O)C(=O)N12, O. Yields the product CC(C)(C)OC(=O)C1CCN2C(=O)CCC(N)C(=O)N12. RXN SMILES: [CH3:34][CH2:35][OH:36].[NH2:32][NH2:33].[O:1]=[C:2]1[N:3]2[N:4]([C:5](=[O:20])[CH:6]([N:9]3[C:10](=[O:11])[c:12]4[cH:13][cH:14][cH:15][cH:16][c:17]4[C:18]3=[O:19])[CH2:7][CH2:8]1)[CH:21]([C:24](=[O:25])[O:26][C:27]([CH3:28])([CH3:29])[CH3:30])[CH2:22][CH2:23]2.[OH2:31]>>[O:1]=[C:2]1[N:3]2[N:4]([C:5](=[O:20])[CH:6]([NH2:9])[CH2:7][CH2:8]1)[CH:21]([C:24](=[O:25])[O:26][C:27]([CH3:28])([CH3:29])[CH3:30])[CH2:22][CH2:23]2. Starting materials: Cl.BrC1=C(C=CC=C1)SC1CCNCC1 (4-(2-bromo-phenylsulfanyl)-piperidine hydrochloride), C1(=CC=C(C=C1)NC(CC(=O)O)=O)C1=CC=CC=C1 (N-biphenyl-4-yl-malonamic acid), CCN(C(C)C)C(C)C (DIPEA), C=1C=CC2=C(C1)N=NN2O (HOBt), CCN=C=NCCCN(C)C.Cl (EDCI.HCl). Solvent: CN(C)C=O (DMF), O (water). Run at time 8 hour. The product is C1(=CC=C(C=C1)NC(CC(=O)N1CCC(CC1)SC1=C(C=CC=C1)Br)=O)C1=CC=CC=C1 (N-biphenyl-4-yl-3-[4-(2-bromo-phenylsulfanyl)-piperidin-1-yl]-3-oxo-propionamide). Yield: 50.9%. As a reaction SMILES: [C:1]1([C:14]2[CH:19]=[CH:18][CH:17]=[CH:16][CH:15]=2)[CH:6]=[CH:5][C:4]([NH:7][C:8](=[O:13])[CH2:9][C:10]([OH:12])=O)=[CH:3][CH:2]=1.CCN(C(C)C)C(C)C.C1C=CC2N(O)N=NC=2C=1.CCN=C=NCCCN(C)C.Cl.Cl.[Br:52][C:53]1[CH:58]=[CH:57][CH:56]=[CH:55][C:54]=1[S:59][CH:60]1[CH2:65][CH2:64][NH:63][CH2:62][CH2:61]1>CN(C=O)C.O>[C:1]1([C:14]2[CH:19]=[CH:18][CH:17]=[CH:16][CH:15]=2)[CH:2]=[CH:3][C:4]([NH:7][C:8](=[O:13])[CH2:9][C:10]([N:63]2[CH2:62][CH2:61][CH:60]([S:59][C:54]3[CH:55]=[CH:56][CH:57]=[CH:58][C:53]=3[Br:52])[CH2:65][CH2:64]2)=[O:12])=[CH:5][CH:6]=1 |f:3.4,5.6|. Procedure: To a stirred solution of N-biphenyl-4-yl-malonamic acid (0.15 g, 0.00059 mole) in DMF (4 mL) was added DIPEA (0.226 g, 0.00176 mole), HOBt (0.095 g, 0.00071 mole) and EDCI.HCl (0.134 g, 0.00071 mole). After 2 minutes 4-(2-bromo-phenylsulfanyl)-piperidine hydrochloride (0.21 g, 0.00071 mole) was added and the resulting mixture was stirred overnight. The reaction mixture was then diluted with cold water and the resulting precipitate was isolated by filtration. Purification by column chromatography... As a reaction SMILES: [Cl:14][S:15]([O:16][CH3:19])(=[O:17])=[O:18].[NH2:1][n:2]1[c:3]([SH:13])[n:4][n:5][c:6]([C:9]([CH3:10])([CH3:11])[CH3:12])[c:7]1=[O:8].[Na+:21].[OH-:20].[S:22](=[O:23])(=[O:24])([OH:25])[OH:26]>>[NH2:1][n:2]1[c:3]([S:13][CH3:19])[n:4][n:5][c:6]([C:9]([CH3:10])([CH3:11])[CH3:12])[c:7]1=[O:8]. The reactants are COS(=O)(=O)Cl, CC(C)(C)c1nnc(S)n(N)c1=O, [Na+], [OH-], O=S(=O)(O)O. Product: CSc1nnc(C(C)(C)C)c(=O)n1N. The reactants are ClC1=CC=C(C=C1)C(N[C@H](C)C1=CC(=CC(=C1)F)F)C1=CC(=CC=C1)[N+](=O)[O-] (N-[(4-chlorophenyl)-(3-nitrophenyl)methyl]-N-[(R)-1-(3,5-difluorophenyl)ethyl]amine), [BH4-].[Na+] (sodium borohydride). Reagents/catalysts: O.O.O.O.O.O.[Ni](Cl)Cl (nickel chloride hexahydrate). Yields the product ClC1=CC=C(C=C1)C(C=1C=C(C=CC1)N)N[C@H](C)C1=CC(=CC(=C1)F)F (3-{(4-Chlorophenyl)-[(R)-1-(3,5-difluoropbenyl)ethylamino]methyl}phenylamine). The yield is 98.8%. Reaction SMILES: [Cl:1][C:2]1[CH:7]=[CH:6][C:5]([CH:8]([C:20]2[CH:25]=[CH:24][CH:23]=[C:22]([N+:26]([O-])=O)[CH:21]=2)[NH:9][C@@H:10]([C:12]2[CH:17]=[C:16]([F:18])[CH:15]=[C:14]([F:19])[CH:13]=2)[CH3:11])=[CH:4][CH:3]=1.[BH4-].[Na+]>O.O.O.O.O.O.[Ni](Cl)Cl>[Cl:1][C:2]1[CH:7]=[CH:6][C:5]([CH:8]([NH:9][C@@H:10]([C:12]2[CH:17]=[C:16]([F:18])[CH:15]=[C:14]([F:19])[CH:13]=2)[CH3:11])[C:20]2[CH:21]=[C:22]([NH2:26])[CH:23]=[CH:24][CH:25]=2)=[CH:4][CH:3]=1 |f:1.2,3.4.5.6.7.8.9|. Procedure: Following a similar procedure to that described in Example (1b), 1.41 g of N-[(4-chlorophenyl)-(3-nitrophenyl)methyl]-N-[(R)-1-(3,5-difluorophenyl)ethyl]amine [prepared as described in step (a) above], 1.66 g of nickel chloride hexahydrate and 558 mg of sodium borohydride were reacted, to obtain 1.29 g of the title compound as a pale yellow oil. Starting materials: CC1(C=2CCCC(C2C(C=C1C)(C)C)=O)C (5,5,6,8,8-Pentamethyl-3,4,5,8-tetrahydro-1(2H)-naphthalenone), CC1(/C(/C(C(C(=C1C)C)(C)C)=C)=C(/C=C)\O[Si](C)(C)C)C ((E)-(1-(2,2,3,4,5,5-hexamethyl-6-methylenecyclohex-3-enylidene)allyloxy)trimethylsilane). Isolated yield 47.0%. As a reaction SMILES: CC1(C)C(C)=CC(C)(C)C2C(=O)CCCC1=2.[CH3:17][C:18]1([CH3:37])[C:23]([CH3:24])=[C:22]([CH3:25])[C:21]([CH3:27])([CH3:26])[C:20](=[CH2:28])/[C:19]/1=[C:29](/[O:32][Si](C)(C)C)\[CH:30]=[CH2:31]>>[CH3:26][C:21]1([CH3:27])[C:22]([CH3:25])=[C:23]([CH3:24])[C:18]([CH3:37])([CH3:17])[C:19]2[C:29](=[O:32])[CH2:30][CH2:31][CH2:28][C:20]1=2. Procedure details: As described above for (6a) provided it used (5b) as starting material. Yield: 47%. Product: CC1(C=2CCCC(C2C(C(=C1C)C)(C)C)=O)C (5,5,6,7,8,8-Hexamethyl-3,4,5,8-tetrahydro-1(2H)-naphthalenone). The reactants are C(#N)C=1C=NC2=CC=CC=C2C1 (3-cyanoquinoline), C(C)(=O)O (acetic acid), C[O-].[Na+] (sodium methoxide). Solvent: CO (methanol). Run at time 22 hour. The product is crude product, N1=CC(=CC2=CC=CC=C12)C(OC)=N (methyl 3-quinolinecarboximidate). RXN SMILES: [C:1]([C:3]1[CH:4]=[N:5][C:6]2[C:11]([CH:12]=1)=[CH:10][CH:9]=[CH:8][CH:7]=2)#[N:2].C[O-].[Na+].[C:16](O)(=[O:18])C>CO>[N:5]1[C:6]2[C:11](=[CH:10][CH:9]=[CH:8][CH:7]=2)[CH:12]=[C:3]([C:1](=[NH:2])[O:18][CH3:16])[CH:4]=1 |f:1.2|. Procedure: 3-cyanoquinoline (1.58 g, 10.2 mmol) was dissolved in methanol (20 ml), and sodium methoxide (0.06 g, 1.1 mmol) was added. The reaction was conducted at room temperature for 22 hours. After the reaction was completed, acetic acid (0.07 g, 1.1 mmol) was added to neutralize the reaction solution, and the solution was concentrated under reduced pressure. Diethyl ether (60 ml) was added to the concentrated residue, and insolubles were removed by filtration. The filtrate was concentrated under reduce... Reactants: CC(C)(C)OC(=O)OC(=O)OC(C)(C)C, [BH3-]OC(C)=O, CCOC(CCN)OCC, CCOC(CCNC(=O)OC(C)(C)C)OCC, C1CCOC1, CC(=O)O, Cc1ccccc1, Cc1nsc2nc(C(N)C(C)C)n(Cc3ccccc3)c(=O)c12, [Na+], O, Cc1ccc(S(=O)(=O)O)cc1. Product: Cc1nsc2nc(C(NCCCNC(=O)OC(C)(C)C)C(C)C)n(Cc3ccccc3)c(=O)c12. Reaction SMILES: [C:11]([O:12][C:13]([O:14][C:15]([O:16][C:17]([CH3:18])([CH3:19])[CH3:20])=[O:21])=[O:22])([CH3:23])([CH3:24])[CH3:25].[C:77]([O:78][BH3-:79])(=[O:80])[CH3:81].[CH2:1]([O:2][CH:3]([O:4][CH2:5][CH3:6])[CH2:7][CH2:8][NH2:9])[CH3:10].[CH2:37]([O:38][CH:40]([O:39][CH2:51][CH3:52])[CH2:41][CH2:42][NH:43][C:44]([O:45][C:46]([CH3:47])([CH3:48])[CH3:49])=[O:50])[CH3:53].[CH2:83]1[O:84][CH2:85][CH2:86][CH2:87]1.[CH3:88][C:89](=[O:90])[OH:91].[CH3:92][c:93]1[cH:94][cH:95][cH:96][cH:97][cH:98]1.[NH2:54][CH:55]([CH:56]([CH3:57])[CH3:58])[c:59]1[n:60]([CH2:70][c:71]2[cH:72][cH:73][cH:74][cH:75][cH:76]2)[c:61](=[O:69])[c:62]2[c:63]([n:64]1)[s:65][n:66][c:67]2[CH3:68].[Na+:82].[OH2:99].[c:26]1([CH3:27])[cH:28][cH:29][c:30]([S:31]([OH:32])(=[O:33])=[O:34])[cH:35][cH:36]1>>[CH2:40]([CH2:41][CH2:42][NH:43][C:44]([O:45][C:46]([CH3:47])([CH3:48])[CH3:49])=[O:50])[NH:54][CH:55]([CH:56]([CH3:57])[CH3:58])[c:59]1[n:60]([CH2:70][c:71]2[cH:72][cH:73][cH:74][cH:75][cH:76]2)[c:61](=[O:69])[c:62]2[c:63]([n:64]1)[s:65][n:66][c:67]2[CH3:68]. Reactants: FC=1C=CC(=NC1)C(C)(C#C[Si](C)(C)C)O (2-(5-fluoropyridin-2-yl)-4-(trimethylsilyl)but-3-yn-2-ol), [F-].[K+] (potassium fluoride). Solvent: CO (methanol), C(C)(=O)OCC (ethyl acetate). Yields the product FC=1C=CC(=NC1)C(C)(C#C)O (2-(5-fluoropyridin-2-yl)but-3-yn-2-ol). The yield is 86.3%. Reaction SMILES: [F:1][C:2]1[CH:3]=[CH:4][C:5]([C:8]([OH:16])([C:10]#[C:11][Si](C)(C)C)[CH3:9])=[N:6][CH:7]=1.[F-].[K+]>CO.C(OCC)(=O)C>[F:1][C:2]1[CH:3]=[CH:4][C:5]([C:8]([OH:16])([C:10]#[CH:11])[CH3:9])=[N:6][CH:7]=1 |f:1.2|. Procedure details: A solution of 2-(5-fluoropyridin-2-yl)-4-(trimethylsilyl)but-3-yn-2-ol (1 g, 4.21 mmol) and potassium fluoride (987 mg, 16.99 mmol) in methanol (10 mL) was stirred for 2 hr at 50° C. The resulting solution was diluted with ethyl acetate (20 mL) and the solid material was removed by filtration. The filtrate was concentrated in vacuo to give 600 mg (86%) of the title compound as yellow oil: LC-MS: m/z=+166 (M+H)+.